From a dataset of the Open Reaction Database (ORD), a public repository of structured organic reaction records. describe an organic reaction: reactants, conditions, products, and yield Starting materials: Fc1ccc(CBr)cc1F, O=C([O-])[O-], COC(=O)c1cc(C(=O)C(C)C)c[nH]1, [Cs+], [Cs+], CN(C)C=O, O. Product: COC(=O)c1cc(C(=O)C(C)C)cn1Cc1ccc(F)c(F)c1. As a reaction SMILES: [Br:21][CH2:22][c:23]1[cH:24][c:25]([F:30])[c:26]([F:29])[cH:27][cH:28]1.[C:15](=[O:16])([O-:17])[O-:18].[CH3:1][O:2][C:3](=[O:4])[c:5]1[nH:6][cH:7][c:8]([C:10]([CH:11]([CH3:12])[CH3:13])=[O:14])[cH:9]1.[Cs+:19].[Cs+:20].[O:32]=[CH:33][N:34]([CH3:35])[CH3:36].[OH2:31]>>[CH3:1][O:2][C:3](=[O:4])[c:5]1[n:6]([CH2:22][c:23]2[cH:24][c:25]([F:30])[c:26]([F:29])[cH:27][cH:28]2)[cH:7][c:8]([C:10]([CH:11]([CH3:12])[CH3:13])=[O:14])[cH:9]1.